describe an organic reaction: reactants, conditions, products, and yield From a dataset of the Open Reaction Database (ORD), a public repository of structured organic reaction records. Starting materials: CC(C)(C)C(=O)c1cn(COCC[Si](C)(C)C)c2ncc(Br)nc12, CC(=O)[O-], N=C(c1ccccc1)c1ccccc1, O=C([O-])[O-], CC(=O)[O-], [Cs+], [Cs+], C1CCOC1, [Pd+2], c1ccc(P(c2ccccc2)c2ccc3ccccc3c2-c2c(P(c3ccccc3)c3ccccc3)ccc3ccccc23)cc1. RXN SMILES: [Br:1][c:2]1[n:3][c:4]2[c:5]([n:6][cH:7]1)[n:8]([CH2:17][O:18][CH2:19][CH2:20][Si:21]([CH3:22])([CH3:23])[CH3:24])[cH:9][c:10]2[C:11]([C:12]([CH3:13])([CH3:14])[CH3:15])=[O:16].[C:101]([O-:102])(=[O:103])[CH3:104].[C:25]([c:26]1[cH:27][cH:28][cH:29][cH:30][cH:31]1)([c:32]1[cH:33][cH:34][cH:35][cH:36][cH:37]1)=[NH:38].[C:39](=[O:40])([O-:41])[O-:42].[C:96]([O-:97])(=[O:98])[CH3:99].[Cs+:43].[Cs+:44].[O:91]1[CH2:92][CH2:93][CH2:94][CH2:95]1.[Pd+2:100].[cH:45]1[cH:46][cH:47][c:48]([P:49]([c:50]2[cH:51][cH:52][c:53]3[c:54]([cH:55][cH:56][cH:57][cH:58]3)[c:59]2-[c:60]2[c:61]3[c:62]([cH:63][cH:64][cH:65][cH:66]3)[cH:67][cH:68][c:69]2[P:70]([c:71]2[cH:72][cH:73][cH:74][cH:75][cH:76]2)[c:77]2[cH:78][cH:79][cH:80][cH:81][cH:82]2)[c:83]2[cH:84][cH:85][cH:86][cH:87][cH:88]2)[cH:89][cH:90]1>>[c:2]1([N:38]=[C:25]([c:26]2[cH:27][cH:28][cH:29][cH:30][cH:31]2)[c:32]2[cH:33][cH:34][cH:35][cH:36][cH:37]2)[n:3][c:4]2[c:5]([n:6][cH:7]1)[n:8]([CH2:17][O:18][CH2:19][CH2:20][Si:21]([CH3:22])([CH3:23])[CH3:24])[cH:9][c:10]2[C:11]([C:12]([CH3:13])([CH3:14])[CH3:15])=[O:16]. Yields the product CC(C)(C)C(=O)c1cn(COCC[Si](C)(C)C)c2ncc(N=C(c3ccccc3)c3ccccc3)nc12. Reactants: C1OC=2C=C(CN)C=CC2O1 (3,4-methylenedioxy-benzylamine), COC(C1=CC=C(C=C1)C=1N=C(C2=C(N1)SC(=C2)CCC)Cl)=O (4-(4-chloro-6-propyl-thieno-[2,3-d]-pyrimidin-2-yl)-benzoic acid methylester). Product: COC(C1=CC=C(C=C1)C=1N=C(C2=C(N1)SC(=C2)CCC)NCC2=CC1=C(C=C2)OCO1)=O (4-[4-(3,4-methylenedioxybenzylamino)-6-propyl-thieno-[2,3-d]-pyrimidin-2-yl]-benzoic acid methylester). RXN SMILES: [CH2:1]1[O:11][C:10]2[CH:9]=[CH:8][C:5]([CH2:6][NH2:7])=[CH:4][C:3]=2[O:2]1.[CH3:12][O:13][C:14](=[O:34])[C:15]1[CH:20]=[CH:19][C:18]([C:21]2[N:22]=[C:23](Cl)[C:24]3[CH:29]=[C:28]([CH2:30][CH2:31][CH3:32])[S:27][C:25]=3[N:26]=2)=[CH:17][CH:16]=1>>[CH3:12][O:13][C:14](=[O:34])[C:15]1[CH:16]=[CH:17][C:18]([C:21]2[N:22]=[C:23]([NH:7][CH2:6][C:5]3[CH:8]=[CH:9][C:10]4[O:11][CH2:1][O:2][C:3]=4[CH:4]=3)[C:24]3[CH:29]=[C:28]([CH2:30][CH2:31][CH3:32])[S:27][C:25]=3[N:26]=2)=[CH:19][CH:20]=1. Reported procedure: The reaction procedure as above wherein 3,4-methylenedioxy-benzylamine is reacted with 4-(4-chloro-6-propyl-thieno-[2,3-d]-pyrimidin-2-yl)-benzoic acid methylester yields 4-[4-(3,4-methylenedioxybenzylamino)-6-propyl-thieno-[2,3-d]-pyrimidin-2-yl]-benzoic acid methylester Reactants: CS(=O)(=O)OCCSC(C1=CC=CC=C1)(C1=CC=CC=C1)C1=CC=CC=C1 (2-(triphenylmethylthio)ethyl methanesulfonate), N1=CC=CC=C1 (pyridine). The reagents and catalysts are [I-].C(CCC)[N+](CCCC)(CCCC)CCCC (tetra-n-butylammonium iodide). Run at temperature 90 celsius. Product: CS(=O)(=O)[O-].C1(=CC=CC=C1)C(SCC[N+]1=CC=CC=C1)(C1=CC=CC=C1)C1=CC=CC=C1 (1-(2-triphenylmethylthioethyl)pyridinium methanesulfonate). Reaction SMILES: [CH3:1][S:2]([O:5][CH2:6][CH2:7][S:8][C:9]([C:22]1[CH:27]=[CH:26][CH:25]=[CH:24][CH:23]=1)([C:16]1[CH:21]=[CH:20][CH:19]=[CH:18][CH:17]=1)[C:10]1[CH:15]=[CH:14][CH:13]=[CH:12][CH:11]=1)(=[O:4])=[O:3].[N:28]1[CH:33]=[CH:32][CH:31]=[CH:30][CH:29]=1>[I-].C([N+](CCCC)(CCCC)CCCC)CCC>[CH3:1][S:2]([O-:5])(=[O:4])=[O:3].[C:16]1([C:9]([C:22]2[CH:23]=[CH:24][CH:25]=[CH:26][CH:27]=2)([C:10]2[CH:11]=[CH:12][CH:13]=[CH:14][CH:15]=2)[S:8][CH2:7][CH2:6][N+:28]2[CH:33]=[CH:32][CH:31]=[CH:30][CH:29]=2)[CH:17]=[CH:18][CH:19]=[CH:20][CH:21]=1 |f:2.3,4.5|. Reported procedure: A mixture of 2-(triphenylmethylthio)ethyl methanesulfonate (0.598 g, 1.50 mmol), tetra-n-butylammonium iodide (0.020 g) and pyridine. (1.2 mL, 15.0 mmol) was heated at 90° C. under a nitrogen atmosphere for 3 h. After cooling to 25° C., the pyridine was evaporated under reduced pressure to a white solid which was triturated in ether and filtered 0.66 g, (92%), mp 135°-50° C. dec. ir (KBr) νmax : 1628 (pyridinium), 1590, 1575 (phenyl), 1190 cm-1 (sulfonate), 1Hmr (DMSO-d6) δ: 2.31 (3H, s, CH3SO3-... Reactants: C1CC(C2=C1C1=C(S2)CCCC1)=NO (5,6,7,8-Tetrahydro-1H-benzo[b]cyclopenta[d]thiophen-3(2H)-one oxime), polyphosphoric acid, O (water). Run at temperature 80 celsius, time 16 hour. The product is C1(NCCC2=C1SC1=C2CCCC1)=O (3,4,5,6,7,8-Hexahydrobenzothieno[2,3-c]pyridin-1(2H)-one). Yield: 75.0%. RXN SMILES: [CH2:1]1[C:5]2[C:6]3[CH2:12][CH2:11][CH2:10][CH2:9][C:7]=3[S:8][C:4]=2[C:3](=[N:13]O)[CH2:2]1.[OH2:15]>>[C:3]1(=[O:15])[C:4]2[S:8][C:7]3[CH2:9][CH2:10][CH2:11][CH2:12][C:6]=3[C:5]=2[CH2:1][CH2:2][NH:13]1. Procedure: A 50-mL single-neck round-bottomed flask equipped with a reflux condenser, magnetic stirrer and nitrogen inlet was charged with 105d (285 mg, 1.38 mmol) and polyphosphoric acid (15 g). After stirring at 80° C. for 16 h, the reaction mixture was cooled to room temperature, and water (30 mL) was added. The resulting mixture was stirred for 30 min and filtered. The filter cake was washed with water (20 mL) and dried in a vacuum oven at 45° C. to afford a 75% yield (215 mg) of 105e as an off-white s... Starting materials: N12C(C(CC2CC1=O)=O)C(=O)OCC1=CC=CC=C1 (Benzyl 1-azabicyclo[3.2.0]heptan-3,7-dione-2-carboxylate), C(C)O (ethanol), O (H2O), C(=O)(O)[O-].[Na+] (NaHCO3). Reagents/catalysts: [Pd] (Pd/C). The solvent is O1CCOCC1 (dioxane). Product: N12C(C(CC2CC1=O)=O)C(=O)[O-].[Na+] (sodium 1-azabicyclo[3.2.0]heptan-3,7-dione-2-carboxylate). As a reaction SMILES: [N:1]12[C:7](=[O:8])[CH2:6][CH:5]1[CH2:4][C:3](=[O:9])[CH:2]2[C:10]([O:12]CC1C=CC=CC=1)=[O:11].C(O)C.O.C([O-])(O)=O.[Na+:28]>O1CCOCC1.[Pd]>[N:1]12[C:7](=[O:8])[CH2:6][CH:5]1[CH2:4][C:3](=[O:9])[CH:2]2[C:10]([O-:12])=[O:11].[Na+:28] |f:3.4,7.8|. Procedure: Benzyl 1-azabicyclo[3.2.0]heptan-3,7-dione-2-carboxylate (25 mg) is hydrogenated at 40 psi for 1 hr in dioxane (2 ml) containing ethanol (0.5 ml), H2O (0.5 ml), NaHCO3 (8.1 mg) and 10% Pd/C (10 mg). The mixture is filtered to remove the catalyst which is washed with more H2O (2.5 ml). The combined filtrate and washing is extracted with EtOAc (3×2 ml), concentrated under reduced pressure, and lyophilized to provide sodium 1-azabicyclo[3.2.0]heptan-3,7-dione-2-carboxylate. Reactants: Cl (HCl), O1CCOCC1 (dioxane), FC1=C(COC[C@H]2[C@H](C2)C2CCN(CC2)C(=O)OC(C)(C)C)C=CC(=C1)S(=O)(=O)C (tert-Butyl 4-((1R,2R)-2-(((2-fluoro-4-(methylsulfonyl)benzyl)oxy)methyl)cyclopropyl)piperidine-1-carboxylate). Run in C(Cl)Cl (DCM). Conditions: time 1 hour. Yields the product Cl.FC1=C(COC[C@H]2[C@H](C2)C2CCNCC2)C=CC(=C1)S(=O)(=O)C (4-((1R,2R)-2-(((2-fluoro-4-(methylsulfonyl)benzyl)oxy)methyl)cyclopropyl)piperidine hydrochloride). The yield is 100.0%. RXN SMILES: [F:1][C:2]1[CH:26]=[C:25]([S:27]([CH3:30])(=[O:29])=[O:28])[CH:24]=[CH:23][C:3]=1[CH2:4][O:5][CH2:6][C@@H:7]1[CH2:9][C@@H:8]1[CH:10]1[CH2:15][CH2:14][N:13](C(OC(C)(C)C)=O)[CH2:12][CH2:11]1.[ClH:31].O1CCOCC1>C(Cl)Cl>[ClH:31].[F:1][C:2]1[CH:26]=[C:25]([S:27]([CH3:30])(=[O:29])=[O:28])[CH:24]=[CH:23][C:3]=1[CH2:4][O:5][CH2:6][C@@H:7]1[CH2:9][C@@H:8]1[CH:10]1[CH2:11][CH2:12][NH:13][CH2:14][CH2:15]1 |f:4.5|. Reported procedure: tert-Butyl 4-((1R,2R)-2-(((2-fluoro-4-(methylsulfonyl)benzyl)oxy)methyl)cyclopropyl)piperidine-1-carboxylate (Step C product, 1.13 g, 2.56 mmol) was dissolved in DCM (20 ml) and HCl in dioxane (4 M solution, 9.60 ml, 38.4 mmol) was added. The mixture was stirred at RT for 1 h. The solvents were evaporated to afford 0.97 g of the desired product (100%) which will be used without further purification. LC/MS (m/z): 378 (M+H)+. The reactants are C1(CC1)N1C=C(C(C2=CC=C(C(=C12)OC)F)=O)C(=O)OC(=O)C1=CN(C2=C(C(=CC=C2C1=O)F)OC)C1CC1 (1-cyclopropyl-7-fluoro-1,4-dihydro-8-methoxy-4-oxo-3-quinolinecarboxylic acid anhydride), B(O)(O)O (boric acid), N1CC(C1)NC[C@@H]1CN(C(O1)=O)C=1C=CC2=C(NC(CS2)=O)C1 (6-[(5R)-5-[(3-azetidinylamino)-methyl]-2-oxo-3-oxazolidinyl]-2H-1,4-benzothiazin-3(4H)-one). Solvent: C(C)(=O)O (acetic acid). The product is C1(CC1)N1C=C(C(C2=CC=C(C(=C12)OC)N1CC(C1)NC[C@@H]1CN(C(O1)=O)C=1C=CC2=C(NC(CS2)=O)C1)=O)C(=O)O (1-cyclopropyl-8-methoxy-4-oxo-7-(3-{[(R)-2-oxo-3-(3-oxo-3,4-dihydro-2H-benzo[1,4]thiazin-6-yl)-oxazolidin-5-ylmethyl]-amino}-azetidin-1-yl)-1,4-dihydro-quinoline-3-carboxylic acid). RXN SMILES: [CH:1]1([N:4]2[C:13]3[C:8](=[CH:9][CH:10]=[C:11](F)[C:12]=3[O:14][CH3:15])[C:7](=[O:17])[C:6]([C:18]([O:20]C(C3C(=O)C4C(=C(OC)C(F)=CC=4)N(C4CC4)C=3)=O)=[O:19])=[CH:5]2)[CH2:3][CH2:2]1.B(O)(O)O.[NH:44]1[CH2:47][CH:46]([NH:48][CH2:49][C@H:50]2[O:54][C:53](=[O:55])[N:52]([C:56]3[CH:57]=[CH:58][C:59]4[S:64][CH2:63][C:62](=[O:65])[NH:61][C:60]=4[CH:66]=3)[CH2:51]2)[CH2:45]1>C(O)(=O)C>[CH:1]1([N:4]2[C:13]3[C:8](=[CH:9][CH:10]=[C:11]([N:44]4[CH2:47][CH:46]([NH:48][CH2:49][C@H:50]5[O:54][C:53](=[O:55])[N:52]([C:56]6[CH:57]=[CH:58][C:59]7[S:64][CH2:63][C:62](=[O:65])[NH:61][C:60]=7[CH:66]=6)[CH2:51]5)[CH2:45]4)[C:12]=3[O:14][CH3:15])[C:7](=[O:17])[C:6]([C:18]([OH:20])=[O:19])=[CH:5]2)[CH2:3][CH2:2]1. Procedure details: The title compound was prepared in analogy to Example 2, starting from 1-cyclopropyl-7-fluoro-1,4-dihydro-8-methoxy-4-oxo-3-quinolinecarboxylic acid anhydride with boric acid (1:1) and with acetic acid (1:2) (101 mg; prepared according to WO 2010/056633) and 6-[(5R)-5-[(3-azetidinylamino)-methyl]-2-oxo-3-oxazolidinyl]-2H-1,4-benzothiazin-3(4H)-one (prepared according to WO 2008/126034; 167 mg). At the end of the reaction, the reaction mixture was concentrated under reduced pressure and the resid...